Dataset: the Open Reaction Database (ORD), a public repository of structured organic reaction records. Task: describe an organic reaction: reactants, conditions, products, and yield The reactants are CCOC(C)=O, CC(O)CO[Si](C(C)C)(C(C)C)C(C)C, O=S(=O)([O-])C(F)(F)F, O=S(=O)([O-])C(F)(F)F, [Mg+2], COC(=O)C1CO1. The product is COC(=O)C(O)COC(C)CO[Si](C(C)C)(C(C)C)C(C)C. RXN SMILES: [CH3:40][CH2:41][O:42][C:43](=[O:44])[CH3:45].[CH:18]([CH3:19])([CH3:20])[Si:21]([O:22][CH2:23][CH:24]([CH3:25])[OH:26])([CH:27]([CH3:28])[CH3:29])[CH:30]([CH3:31])[CH3:32].[F:10][C:11]([F:12])([F:13])[S:14]([O-:15])(=[O:16])=[O:17].[F:1][C:2]([F:3])([F:4])[S:5]([O-:6])(=[O:7])=[O:8].[Mg+2:9].[O:33]1[CH:34]([C:36](=[O:37])[O:38][CH3:39])[CH2:35]1>>[CH:18]([CH3:19])([CH3:20])[Si:21]([O:22][CH2:23][CH:24]([CH3:25])[O:26][CH2:35][CH:34]([OH:33])[C:36](=[O:37])[O:38][CH3:39])([CH:27]([CH3:28])[CH3:29])[CH:30]([CH3:31])[CH3:32]. The reactants are Br, O=C([O-])[O-], COS(=O)(=O)OC, CN(C)C=O, [K+], [K+], CCOC(=O)c1ccc(Nc2nc(-c3ccc([N+](=O)[O-])cc3)cs2)cc1. The product is CCOC(=O)c1ccc(N(C)c2nc(-c3ccc([N+](=O)[O-])cc3)cs2)cc1. Reaction SMILES: [BrH:1].[C:28](=[O:29])([O-:30])[O-:31].[CH3:34][O:35][S:36]([O:37][CH3:38])(=[O:39])=[O:40].[CH3:41][N:42]([CH3:43])[CH:44]=[O:45].[K+:32].[K+:33].[N+:2](=[O:3])([O-:4])[c:5]1[cH:6][cH:7][c:8](-[c:11]2[n:12][c:13]([NH:16][c:17]3[cH:18][cH:19][c:20]([C:21](=[O:22])[O:23][CH2:24][CH3:25])[cH:26][cH:27]3)[s:14][cH:15]2)[cH:9][cH:10]1>>[N+:2](=[O:3])([O-:4])[c:5]1[cH:6][cH:7][c:8](-[c:11]2[n:12][c:13]([N:16]([c:17]3[cH:18][cH:19][c:20]([C:21](=[O:22])[O:23][CH2:24][CH3:25])[cH:26][cH:27]3)[CH3:28])[s:14][cH:15]2)[cH:9][cH:10]1.